This data is from the Open Reaction Database (ORD), a public repository of structured organic reaction records. The task is: describe an organic reaction: reactants, conditions, products, and yield The reactants are OC1CCOc2ccc(Br)cc21, O=C([O-])O, Cc1ccccc1, [Na+], O, Cc1ccc(S(=O)(=O)O)cc1. Yields the product Brc1ccc2c(c1)C=CCO2. As a reaction SMILES: [Br:1][c:2]1[cH:3][c:4]2[c:9]([cH:10][cH:11]1)[O:8][CH2:7][CH2:6][CH:5]2[OH:12].[C:25](=[O:26])([OH:27])[O-:28].[CH3:30][c:31]1[cH:32][cH:33][cH:34][cH:35][cH:36]1.[Na+:29].[OH2:13].[c:14]1([CH3:15])[cH:16][cH:17][c:18]([S:19]([OH:20])(=[O:21])=[O:22])[cH:23][cH:24]1>>[Br:1][c:2]1[cH:3][c:4]2[c:9]([cH:10][cH:11]1)[O:8][CH2:7][CH:6]=[CH:5]2. The reactants are CI, CN(C)C=O, Oc1cn2nc(Cl)ccc2n1, [H-], [Na+], O. Yields the product COc1cn2nc(Cl)ccc2n1. RXN SMILES: [CH3:15][I:16].[CH3:17][N:18]([CH3:19])[CH:20]=[O:21].[Cl:1][c:2]1[cH:3][cH:4][c:5]2[n:6]([n:7]1)[cH:8][c:9]([OH:11])[n:10]2.[H-:12].[Na+:13].[OH2:14]>>[Cl:1][c:2]1[cH:3][cH:4][c:5]2[n:6]([n:7]1)[cH:8][c:9]([O:11][CH3:15])[n:10]2. Reactants: [Na] (sodium), ClC1=NC2=CC=C(C=C2C(=C1)C)CN1C=NC=C1 (2-chloro-6-(1H-imidazol-1-ylmethyl)-4-methylquinoline), C(CC)O (1-propanol), C(CC)O (1-propanol). Reaction conditions: time 2 hour. Yields the product N1(C=NC=C1)CC=1C=C2C(=CC(=NC2=CC1)OCCC)C (6-(1H-imidazol -1-ylmethyl)-4-methyl-2-propoxyquinoline). Yield: 31.9%. As a reaction SMILES: [Na].Cl[C:3]1[CH:12]=[C:11]([CH3:13])[C:10]2[C:5](=[CH:6][CH:7]=[C:8]([CH2:14][N:15]3[CH:19]=[CH:18][N:17]=[CH:16]3)[CH:9]=2)[N:4]=1.[CH2:20]([OH:23])[CH2:21][CH3:22]>>[N:15]1([CH2:14][C:8]2[CH:9]=[C:10]3[C:5](=[CH:6][CH:7]=2)[N:4]=[C:3]([O:23][CH2:20][CH2:21][CH3:22])[CH:12]=[C:11]3[CH3:13])[CH:19]=[CH:18][N:17]=[CH:16]1 |^1:0|. Procedure: To a stirred solution of 2 parts of sodium in 24 parts of 1-propanol was added a solution of 5.2 parts of 2-chloro-6-(1H-imidazol-1-ylmethyl)-4-methylquinoline in 16 parts of 1-propanol at room temperature under nitrogen atmosphere. After stirring for 2 hours at reflux temperature, the mixture was evaporated. The residue was taken up in a potassium carbonate solution and the product was extracted with ethyl acetate. The extract was dried, filtered and evaporated. The residue was purified by colu... The reactants are B(Br)(Br)Br (boron tribromide), COC1=CC(=CC=C1)C(=C(Cl)Cl)Cl (1-Methoxy-3-(trichlorovinyl)benzene). The solvent is C(Cl)Cl (CH2Cl2), C(Cl)Cl (CH2Cl2). Conditions: time 5 hour. Yields the product ClC(=C(Cl)Cl)C=1C=C(C=CC1)O (3-(Trichlorovinyl)phenol). RXN SMILES: B(Br)(Br)Br.C[O:6][C:7]1[CH:12]=[CH:11][CH:10]=[C:9]([C:13]([Cl:17])=[C:14]([Cl:16])[Cl:15])[CH:8]=1>C(Cl)Cl>[Cl:17][C:13]([C:9]1[CH:8]=[C:7]([OH:6])[CH:12]=[CH:11][CH:10]=1)=[C:14]([Cl:15])[Cl:16]. Procedure details: A solution of 3.0 g (12.0 mmol) of boron tribromide in 10 mL of CH2Cl2 was magnetically stirred at 0° C. with an external ice-water bath, while a solution of 2.38 g (10.0 mmol) of the product of Step C in 20 mL CH2Cl2 was slowly added over a period of 1 h. At this point the reaction mixture was allowed to slowly warm to room temperature and stirring was continued for an additional 5 h. The reaction was again cooled to 0° C. and quenched by addition of 40 mL water. The organic layer was separated... The reactants are BrCCCCCCCBr, CS(C)=O, Nc1c2c(nc3cc(Cl)ccc13)CCCC2, [K+], [OH-]. Product: Clc1ccc2c(NCCCCCCCBr)c3c(nc2c1)CCCC3. RXN SMILES: [Br:19][CH2:20][CH2:21][CH2:22][CH2:23][CH2:24][CH2:25][CH2:26][Br:27].[CH3:28][S:29]([CH3:30])=[O:31].[Cl:3][c:4]1[cH:5][c:6]2[n:7][c:8]3[c:13]([c:14]([NH2:18])[c:15]2[cH:16][cH:17]1)[CH2:12][CH2:11][CH2:10][CH2:9]3.[K+:2].[OH-:1]>>[Cl:3][c:4]1[cH:5][c:6]2[n:7][c:8]3[c:13]([c:14]([NH:18][CH2:26][CH2:25][CH2:24][CH2:23][CH2:22][CH2:21][CH2:20][Br:19])[c:15]2[cH:16][cH:17]1)[CH2:12][CH2:11][CH2:10][CH2:9]3.